From a dataset of the Open Reaction Database (ORD), a public repository of structured organic reaction records. describe an organic reaction: reactants, conditions, products, and yield The reactants are CCN1CCN(C(=O)c2cccc([N+](=O)[O-])c2)CC1, CO, [Pd]. Yields the product CCN1CCN(C(=O)c2cccc(N)c2)CC1. As a reaction SMILES: [CH2:1]([CH3:2])[N:3]1[CH2:4][CH2:5][N:6]([C:9](=[O:10])[c:11]2[cH:12][c:13]([N+:17]([O-:18])=[O:19])[cH:14][cH:15][cH:16]2)[CH2:7][CH2:8]1.[CH3:21][OH:22].[Pd:20]>>[CH2:1]([CH3:2])[N:3]1[CH2:4][CH2:5][N:6]([C:9](=[O:10])[c:11]2[cH:12][c:13]([NH2:17])[cH:14][cH:15][cH:16]2)[CH2:7][CH2:8]1. Reactants: ClS(=O)(=O)C=1C=C(C(=O)O)C=C(C1)C(F)(F)F (3-chlorosulfonyl-5-(trifluoromethyl)benzoic acid), [NH4+].[OH-] (ammonia aqueous). Conditions: temperature 0 celsius, time 8 hour. The product is S(N)(=O)(=O)C=1C=C(C(=O)O)C=C(C1)C(F)(F)F (3-sulfamoyl-5-(trifluoromethyl)benzoic acid). RXN SMILES: Cl[S:2]([C:5]1[CH:6]=[C:7]([CH:11]=[C:12]([C:14]([F:17])([F:16])[F:15])[CH:13]=1)[C:8]([OH:10])=[O:9])(=[O:4])=[O:3].[NH4+:18].[OH-]>>[S:2]([C:5]1[CH:6]=[C:7]([CH:11]=[C:12]([C:14]([F:17])([F:16])[F:15])[CH:13]=1)[C:8]([OH:10])=[O:9])(=[O:4])(=[O:3])[NH2:18] |f:1.2|. Procedure details: To a 3-chlorosulfonyl-5-(trifluoromethyl)benzoic acid (0.4 g) was added 28% ammonia aqueous solution (5.0 ml) at 0° C. The mixture was stirred at 0° C., and then allowed to stand at room temperature overnight. The mixture was concentrated to dryness, and then 1N hydrochloric acid (5 ml) was added to the mixture, and stirred at 0° C. for 30 minutes. The resulted powder was collected by filtration and dried under reduced pressure to give 3-sulfamoyl-5-(trifluoromethyl)benzoic acid (299.4 mg) as a ... Starting materials: C(C)(C)(C)OC(NC1=C(C=C(C(=C1)F)Cl)N)=O ((2-amino-4-chloro-5-fluoro-phenyl)-carbamic acid tert-butyl ester), C(C)(C)(C)OC(CC(C1=CC(=CC=C1)C1=CC=NC=C1)=O)=O (3-oxo-3-(3-pyridin-4-yl-phenyl)-propionic acid tert-butyl ester). Yields the product C(C)(C)(C)OC(NC1=C(C=C(C(=C1)F)Cl)NC(CC(C1=CC(=CC=C1)C1=CC=NC=C1)=O)=O)=O ({4-Chloro-5-fluoro-2-[3-oxo-3-(3-pyridin-4-yl-phenyl)-propionylamino]-phenyl}-carbamic acid tert-butyl ester), powder. Reaction SMILES: [C:1]([O:5][C:6](=[O:17])[NH:7][C:8]1[CH:13]=[C:12]([F:14])[C:11]([Cl:15])=[CH:10][C:9]=1[NH2:16])([CH3:4])([CH3:3])[CH3:2].C([O:22][C:23](=O)[CH2:24][C:25](=[O:38])[C:26]1[CH:31]=[CH:30][CH:29]=[C:28]([C:32]2[CH:37]=[CH:36][N:35]=[CH:34][CH:33]=2)[CH:27]=1)(C)(C)C>>[C:1]([O:5][C:6](=[O:17])[NH:7][C:8]1[CH:13]=[C:12]([F:14])[C:11]([Cl:15])=[CH:10][C:9]=1[NH:16][C:23](=[O:22])[CH2:24][C:25](=[O:38])[C:26]1[CH:31]=[CH:30][CH:29]=[C:28]([C:32]2[CH:33]=[CH:34][N:35]=[CH:36][CH:37]=2)[CH:27]=1)([CH3:4])([CH3:2])[CH3:3]. Procedure: The title compound was prepared from (2-amino-4-chloro-5-fluoro-phenyl)-carbamic acid tert-butyl ester (Example J5) (235 mg, 0.9 mmol) and 3-oxo-3-(3-pyridin-4-yl-phenyl)-propionic acid tert-butyl ester (Example K2) (223 mg, 0.75 mmol) according to the general procedure M. Obtained as a pink powder (272 mg). Starting materials: ClC(C#N)(Cl)Cl (trichloroacetonitrile), C(C1=CC=CC=C1)(=O)O[C@@H]1[C@H](O[C@@H]([C@H]([C@@H]1OC(C1=CC=CC=C1)=O)OC(C1=CC=CC=C1)=O)COC(C1=CC=CC=C1)=O)O[C@@H]1[C@@H]([C@H](O[C@@H]([C@H]1OC(C1=CC=CC=C1)=O)COC(C1=CC=CC=C1)=O)O[C@@H]1[C@@H](C(O)O[C@@H]([C@H]1OC(C1=CC=CC=C1)=O)COC(C1=CC=CC=C1)=O)OC(C1=CC=CC=C1)=O)OC(C1=CC=CC=C1)=O (2,3,4,6-tetra-O-benzoyl-α-D-mannopyranosyl-(1→3)-2,4,6-tri-O-benzoyl-α-D-mannopyranosyl-(1→3)-2,4,6-tri-O-benzoyl-D-mannopyranose), CCCCCC.CCOC(=O)C (hexane EtOAc). Reagents/catalysts: C1CCC2=NCCCN2CC1 (DBU). Run in C(Cl)Cl (DCM), C(Cl)Cl (DCM). Conditions: temperature 0 celsius, time 4 hour. Product: ClC(C(OC1[C@@H](OC(C2=CC=CC=C2)=O)[C@@H](O[C@@H]2[C@@H](OC(C3=CC=CC=C3)=O)[C@@H](O[C@@H]3[C@@H](OC(C4=CC=CC=C4)=O)[C@@H](OC(C4=CC=CC=C4)=O)[C@H](OC(C4=CC=CC=C4)=O)[C@H](O3)COC(C3=CC=CC=C3)=O)[C@H](OC(C3=CC=CC=C3)=O)[C@H](O2)COC(C2=CC=CC=C2)=O)[C@H](OC(C2=CC=CC=C2)=O)[C@H](O1)COC(C1=CC=CC=C1)=O)=N)(Cl)Cl (2,3,4,6-tetra-O-benzoyl-α-D-mannopyranosyl-(1→3)-2,4,6-tri-O-benzoyl-α-D-mannopyranosyl-(1→3)-2,4,6-tri-O-benzoyl-D-mannopyranosyl trichloroacetimidate). Yield: 72.2%. Reaction SMILES: [C:1]([O:9][C@H:10]1[C@@H:15]([O:16][C:17](=[O:24])[C:18]2[CH:23]=[CH:22][CH:21]=[CH:20][CH:19]=2)[C@H:14]([O:25][C:26](=[O:33])[C:27]2[CH:32]=[CH:31][CH:30]=[CH:29][CH:28]=2)[C@@H:13]([CH2:34][O:35][C:36](=[O:43])[C:37]2[CH:42]=[CH:41][CH:40]=[CH:39][CH:38]=2)[O:12][C@@H:11]1[O:44][C@H:45]1[C@H:50]([O:51][C:52](=[O:59])[C:53]2[CH:58]=[CH:57][CH:56]=[CH:55][CH:54]=2)[C@@H:49]([CH2:60][O:61][C:62](=[O:69])[C:63]2[CH:68]=[CH:67][CH:66]=[CH:65][CH:64]=2)[O:48][C@H:47]([O:70][C@H:71]2[C@H:77]([O:78][C:79](=[O:86])[C:80]3[CH:85]=[CH:84][CH:83]=[CH:82][CH:81]=3)[C@@H:76]([CH2:87][O:88][C:89](=[O:96])[C:90]3[CH:95]=[CH:94][CH:93]=[CH:92][CH:91]=3)[O:75][CH:73]([OH:74])[C@H:72]2[O:97][C:98](=[O:105])[C:99]2[CH:104]=[CH:103][CH:102]=[CH:101][CH:100]=2)[C@H:46]1[O:106][C:107](=[O:114])[C:108]1[CH:113]=[CH:112][CH:111]=[CH:110][CH:109]=1)(=[O:8])[C:2]1[CH:7]=[CH:6][CH:5]=[CH:4][CH:3]=1.[Cl:115][C:116]([Cl:120])([Cl:119])[C:117]#[N:118].CCCCCC.CCOC(C)=O>C(Cl)Cl.C1CCN2C(=NCCC2)CC1>[Cl:115][C:116]([Cl:120])([Cl:119])[C:117](=[NH:118])[O:74][CH:73]1[O:75][C@H:76]([CH2:87][O:88][C:89](=[O:96])[C:90]2[CH:95]=[CH:94][CH:93]=[CH:92][CH:91]=2)[C@@H:77]([O:78][C:79](=[O:86])[C:80]2[CH:81]=[CH:82][CH:83]=[CH:84][CH:85]=2)[C@H:71]([O:70][C@H:47]2[O:48][C@H:49]([CH2:60][O:61][C:62](=[O:69])[C:63]3[CH:68]=[CH:67][CH:66]=[CH:65][CH:64]=3)[C@@H:50]([O:51][C:52](=[O:59])[C:53]3[CH:58]=[CH:57][CH:56]=[CH:55][CH:54]=3)[C@H:45]([O:44][C@H:11]3[O:12][C@H:13]([CH2:34][O:35][C:36](=[O:43])[C:37]4[CH:38]=[CH:39][CH:40]=[CH:41][CH:42]=4)[C@@H:14]([O:25][C:26](=[O:33])[C:27]4[CH:32]=[CH:31][CH:30]=[CH:29][CH:28]=4)[C@H:15]([O:16][C:17](=[O:24])[C:18]4[CH:19]=[CH:20][CH:21]=[CH:22][CH:23]=4)[C@@H:10]3[O:9][C:1](=[O:8])[C:2]3[CH:3]=[CH:4][CH:5]=[CH:6][CH:7]=3)[C@@H:46]2[O:106][C:107](=[O:114])[C:108]2[CH:113]=[CH:112][CH:111]=[CH:110][CH:109]=2)[C@@H:72]1[O:97][C:98](=[O:105])[C:99]1[CH:100]=[CH:101][CH:102]=[CH:103][CH:104]=1 |f:2.3|. Reported procedure: The hemiacetal 52 (330 mg, 0.214 mmol) was dissolved in anhydrous DCM (1.1 mL, 0.2 M). To the solution was added trichloroacetonitrile (43 μL, 0.427 mmol, 2 eq). The mixture was stirred at 0° C. while a solution of DBU (1.6 μL, 0.05 eq, 0.0107 mmol) in anhydrous DCM (0.15 mL) was added. The mixture was stirred at 0° C. for 4 h and TLC (hexane-EtOAc=65:35) indicated the complete conversion. The crude was evaporated onto silica gel and purified by silica column chromatography (2×14 cm, gradient el... Starting materials: CC(C)OC(=O)c1ccc(N)cc1, O=C(Cl)Cl, C1COCCO1. The product is CC(C)OC(=O)c1ccc(N=C=O)cc1. Reaction SMILES: [CH:1]([CH3:2])([CH3:3])[O:4][C:5](=[O:6])[c:7]1[cH:8][cH:9][c:10]([NH2:11])[cH:12][cH:13]1.[Cl:14][C:15]([Cl:16])=[O:17].[O:18]1[CH2:19][CH2:20][O:21][CH2:22][CH2:23]1>>[CH:1]([CH3:2])([CH3:3])[O:4][C:5](=[O:6])[c:7]1[cH:8][cH:9][c:10]([N:11]=[C:15]=[O:17])[cH:12][cH:13]1. Reactants: CCOC(C)=O, CO, CC(C)(C)c1c[nH]c(=O)c([N+](=O)[O-])c1. The product is CC(C)(C)c1c[nH]c(=O)c(N)c1. RXN SMILES: [C:15]([O:16][CH2:17][CH3:18])(=[O:19])[CH3:20].[CH3:21][OH:22].[N+:1]([O-:2])(=[O:3])[c:4]1[c:5](=[O:14])[nH:6][cH:7][c:8]([C:10]([CH3:11])([CH3:12])[CH3:13])[cH:9]1>>[NH2:1][c:4]1[c:5](=[O:14])[nH:6][cH:7][c:8]([C:10]([CH3:11])([CH3:12])[CH3:13])[cH:9]1.